Dataset: the Open Reaction Database (ORD), a public repository of structured organic reaction records. Task: describe an organic reaction: reactants, conditions, products, and yield The reactants are BrC=1C(=NC(=CC1)N1N=NC(=C1)C)C (3-Bromo-2-methyl-6-(4-methyl-1H-1,2,3-triazol-1-yl)pyridine), FC=1C=C(C=CC1B1OC(C(O1)(C)C)(C)C)N1C(O[C@H](C1)CN1N=NC=C1)=O ((5R)-3-[3-fluoro-4-(4,4,5,5-tetramethyl-1,3,2-dioxaborolan-2-yl)phenyl]-5-(1H-1,2,3-triazol-1-ylmethyl)-1,3-oxazolidin-2-one), C([O-])([O-])=O.[K+].[K+] (potassium carbonate). Reagents/catalysts: C1(=CC=CC=C1)P(C1=CC=CC=C1)(C1=CC=CC=C1)[Pd-4](P(C1=CC=CC=C1)(C1=CC=CC=C1)C1=CC=CC=C1)(P(C1=CC=CC=C1)(C1=CC=CC=C1)C1=CC=CC=C1)P(C1=CC=CC=C1)(C1=CC=CC=C1)C1=CC=CC=C1 (tetrakis(triphenylphosphino) palladium(0)). Run in O (water), CN(C)C=O (DMF), O (water). Run at temperature 80 celsius. Product: FC=1C=C(C=CC1C=1C(=NC(=CC1)N1N=NC(=C1)C)C)N1C(O[C@H](C1)CN1N=NC=C1)=O ((5R)-3-{3-Fluoro-4-[2-methyl-6-(4-methyl-1H-1,2,3-triazol-1-yl)pyrid-3-yl]phenyl}-5-(1H-1,2,3-triazol-1-ylmethyl)-1,3-oxazolidin-2-one). RXN SMILES: Br[C:2]1[C:3]([CH3:14])=[N:4][C:5]([N:8]2[CH:12]=[C:11]([CH3:13])[N:10]=[N:9]2)=[CH:6][CH:7]=1.[F:15][C:16]1[CH:17]=[C:18]([N:31]2[CH2:35][C@H:34]([CH2:36][N:37]3[CH:41]=[CH:40][N:39]=[N:38]3)[O:33][C:32]2=[O:42])[CH:19]=[CH:20][C:21]=1B1OC(C)(C)C(C)(C)O1.C(=O)([O-])[O-].[K+].[K+]>CN(C=O)C.O.C1(P([Pd-4](P(C2C=CC=CC=2)(C2C=CC=CC=2)C2C=CC=CC=2)(P(C2C=CC=CC=2)(C2C=CC=CC=2)C2C=CC=CC=2)P(C2C=CC=CC=2)(C2C=CC=CC=2)C2C=CC=CC=2)(C2C=CC=CC=2)C2C=CC=CC=2)C=CC=CC=1>[F:15][C:16]1[CH:17]=[C:18]([N:31]2[CH2:35][C@H:34]([CH2:36][N:37]3[CH:41]=[CH:40][N:39]=[N:38]3)[O:33][C:32]2=[O:42])[CH:19]=[CH:20][C:21]=1[C:2]1[C:3]([CH3:14])=[N:4][C:5]([N:8]2[CH:12]=[C:11]([CH3:13])[N:10]=[N:9]2)=[CH:6][CH:7]=1 |f:2.3.4|. Procedure details: 3-Bromo-2-methyl-6-(4-methyl-1H-1,2,3-triazol-1-yl)pyridine (196 mg, 0.773 mmol), (5R)-3-[3-fluoro-4-(4,4,5,5-tetramethyl-1,3,2-dioxaborolan-2-yl)phenyl]-5-(1H-1,2,3-triazol-1-ylmethyl)-1,3-oxazolidin-2-one (300 mg, 0.773 mmol), potassium carbonate (320 mg, 2.31 mmol), and tetrakis(triphenylphosphino) palladium(0) (89 mg, 0.077 mmol) were combined and suspended in DMF (3 ml) and water (0.3 ml). The mixture was heated at 80° C. for 2 hours, then diluted with water to 7 ml. The solids were collect... The reactants are CC(C)OC(=O)CC(O)C(=O)OC(C)C, C=CCBr, C1CCOC1. The product is C=CCC(C(=O)OC(C)C)C(O)C(=O)OC(C)C. RXN SMILES: [C:1]([CH:2]([OH:3])[CH2:4][C:5](=[O:6])[O:7][CH:8]([CH3:9])[CH3:10])(=[O:11])[O:12][CH:13]([CH3:14])[CH3:15].[CH2:16]([CH:17]=[CH2:18])[Br:19].[CH2:20]1[O:21][CH2:22][CH2:23][CH2:24]1>>[C:1]([CH:2]([OH:3])[CH:4]([C:5](=[O:6])[O:7][CH:8]([CH3:9])[CH3:10])[CH2:18][CH:17]=[CH2:16])(=[O:11])[O:12][CH:13]([CH3:14])[CH3:15]. Starting materials: C1(=CC=CC=C1)S(=O)(=O)N1C=CC=2C1=NC=C(C2)Br (1-benzenesulfonyl-5-bromo-1H-pyrrolo[2,3-b]pyridine), C(C=C)[Sn](CCCC)(CCCC)CCCC (allyltributylstannane). Reagents/catalysts: C=1C=CC(=CC1)[P](C=2C=CC=CC2)(C=3C=CC=CC3)[Pd]([P](C=4C=CC=CC4)(C=5C=CC=CC5)C=6C=CC=CC6)([P](C=7C=CC=CC7)(C=8C=CC=CC8)C=9C=CC=CC9)[P](C=1C=CC=CC1)(C=1C=CC=CC1)C=1C=CC=CC1 (tetrakis(triphenylphosphine)palladium(0)). The solvent is CN(C=O)C (N,N-dimethylformamide). Reaction conditions: temperature 80 celsius, time 12 hour. The product is C(C=C)C=1C=C2C(=NC1)N(C=C2)S(=O)(=O)C2=CC=CC=C2 (5-allyl-1-benzenesulfonyl-1H-pyrrolo[2,3-b]pyridine). Isolated yield 59.8%. RXN SMILES: [C:1]1([S:7]([N:10]2[C:14]3=[N:15][CH:16]=[C:17](Br)[CH:18]=[C:13]3[CH:12]=[CH:11]2)(=[O:9])=[O:8])[CH:6]=[CH:5][CH:4]=[CH:3][CH:2]=1.[CH2:20]([Sn](CCCC)(CCCC)CCCC)[CH:21]=[CH2:22]>CN(C)C=O.C1C=CC([P]([Pd]([P](C2C=CC=CC=2)(C2C=CC=CC=2)C2C=CC=CC=2)([P](C2C=CC=CC=2)(C2C=CC=CC=2)C2C=CC=CC=2)[P](C2C=CC=CC=2)(C2C=CC=CC=2)C2C=CC=CC=2)(C2C=CC=CC=2)C2C=CC=CC=2)=CC=1>[CH2:22]([C:17]1[CH:18]=[C:13]2[CH:12]=[CH:11][N:10]([S:7]([C:1]3[CH:6]=[CH:5][CH:4]=[CH:3][CH:2]=3)(=[O:9])=[O:8])[C:14]2=[N:15][CH:16]=1)[CH:21]=[CH2:20] |^1:44,46,65,84|. Reported procedure: To a solution of 1-benzenesulfonyl-5-bromo-1H-pyrrolo[2,3-b]pyridine (prepared as in Example 7) (10 g, 29.7 mmol) in N,N-dimethylformamide (20 mL) was added allyltributylstannane (14 mL, 44.51 mmol), and tetrakis(triphenylphosphine)palladium(0) (1.72 g, 1.49 mmol) at room temperature and then stirred at 80° C. for 12 h. The mixture was cooled to room temperature and extracted with ethyl acetate (2×250 mL), washed with brine, dried over anhydrous sodium sulfate and concentrated in vacuo. Purifica... Reactants: CC=1C=[N+](C=2CCCCC2C1)[O-] (3-methyl-5,6,7,8-tetrahydroquinoline-N-oxide), [OH-].[Na+] (sodium hydroxide), [N+](=O)(O)[O-] (nitric acid), S(O)(O)(=O)=O (sulfuric acid). The product is CC=1C=[N+](C=2CCCCC2C1[N+](=O)[O-])[O-] (3-methyl-4-nitro-5,6,7,8-tetrahydroquinoline-N-oxide). As a reaction SMILES: [CH3:1][C:2]1[CH:3]=[N+:4]([O-:12])[C:5]2[CH2:6][CH2:7][CH2:8][CH2:9][C:10]=2[CH:11]=1.[N+:13]([O-])([OH:15])=[O:14].S(=O)(=O)(O)O.[OH-].[Na+]>>[CH3:1][C:2]1[CH:3]=[N+:4]([O-:12])[C:5]2[CH2:6][CH2:7][CH2:8][CH2:9][C:10]=2[C:11]=1[N+:13]([O-:15])=[O:14] |f:3.4|. Procedure: 6.5 Grams of 3-methyl-5,6,7,8-tetrahydroquinoline-N-oxide was added dropwise in a mixture consisting of 7 ml of fuming nitric acid and 7 ml of concentrated sulfuric acid under ice-cooled condition with stirring. The reaction mixture was stirred at 40° C. for 2 hours, then further stirred at 60° C. for 2 hours. The reaction mixture was poured in a cold aqueous solution of sodium hydroxide, then extracted with chloroform. The chloroform layer was washed with an aqueous solution saturated with sodi... Reaction conditions: time 30 minute. Product: N1=C(N=C(N=C1SC(C(=O)O)CCCCCCCCCC)SC(C(=O)O)CCCCCCCCCC)SC(C(=O)O)CCCCCCCCCC (2,2', 2"-[1,3,5-triazine-2,4,6-triyltris-(thio)]tris dodecanoic acid). Reaction SMILES: [OH-:1].[K+].[NH:3]1[C:10](=[S:11])[NH:9][C:7](=[S:8])[NH:6][C:4]1=[S:5].Br[CH:13]([CH2:17][CH2:18][CH2:19][CH2:20][CH2:21][CH2:22][CH2:23][CH2:24][CH2:25][CH3:26])[C:14]([OH:16])=[O:15]>C(O)C>[N:3]1[C:10]([S:11][CH:13]([CH2:17][CH2:18][CH2:19][CH2:20][CH2:21][CH2:22][CH2:23][CH2:24][CH2:25][CH3:26])[C:14]([OH:16])=[O:15])=[N:9][C:7]([S:8][CH:13]([CH2:17][CH2:18][CH2:19][CH2:20][CH2:21][CH2:22][CH2:23][CH2:24][CH2:25][CH3:26])[C:14]([OH:15])=[O:1])=[N:6][C:4]=1[S:5][CH:13]([CH2:17][CH2:18][CH2:19][CH2:20][CH2:21][CH2:22][CH2:23][CH2:24][CH2:25][CH3:26])[C:14]([OH:16])=[O:15] |f:0.1|. Procedure details: A stirred solution of KOH (12.8 g; 0.228 mole) in ethanol (350 ml) is cooled to 10° C. and treated with trithiocyanuric acid (6.8 g; 0.038 mole). After stirring for 30 minutes, the reaction mixture is treated with 2-bromododecanoic acid (31.8 g; 0.114 mole) in small portions over 10-15 minutes. The resulting thick, white suspension is stirred for a further 30 minutes at 10° C. and is then allowed to warm to ambient temperature. Upon reaching ambient temperature the reaction mixture is heated to ... Starting materials: N1C(=S)NC(=S)NC1=S (trithiocyanuric acid), [OH-].[K+] (KOH), BrC(C(=O)O)CCCCCCCCCC (2-bromododecanoic acid). Run in C(C)O (ethanol).